Dataset: the Open Reaction Database (ORD), a public repository of structured organic reaction records. Task: describe an organic reaction: reactants, conditions, products, and yield RXN SMILES: CC(C)([O-])C.[K+].[CH3:7][C:8]1[CH:12]=[CH:11][NH:10][N:9]=1.[Br:13][C:14]1[CH:19]=[CH:18][C:17]([Br:20])=[CH:16][C:15]=1F>CS(C)=O>[Br:13][C:14]1[CH:19]=[CH:18][C:17]([Br:20])=[CH:16][C:15]=1[N:10]1[CH:11]=[CH:12][C:8]([CH3:7])=[N:9]1 |f:0.1|. Procedure: Potassium t-butoxide (16.3 g, 145 mmol) was dissolved in DMSO (100 mL). To this solution was added 3-methylpyrazole (10.4 g, 120 mmol) and the reaction was heated at 50° C. for 30 min. 1,4-Dibromo-2-fluorobenzene (31 g, 120 mmol) was then added and the reaction stirred at 50° C. for 16 h. The reaction was cooled to RT and extracted with water and EtOAc, washed with brine, dried over Na2SO4, and then filtered and concentrated in vacuo. Purification by normal phase silica gel column chromatography... Product: BrC1=C(C=C(C=C1)Br)N1N=C(C=C1)C (1-(2,5-dibromophenyl)-3-methyl-1H-pyrazole). Solvent: CS(=O)C (DMSO). The reactants are CC1=NNC=C1 (3-methylpyrazole), CC(C)([O-])C.[K+] (Potassium t-butoxide), BrC1=C(C=C(C=C1)Br)F (1,4-Dibromo-2-fluorobenzene). Conditions: temperature 50 celsius, time 16 hour. Starting materials: C1(=C(C=CC=C1)NC=1OC2=C(N1)C=CC(=C2)CCC(=O)OCC)C (ethyl 3-(2-o-tolylamino-benzoxazol-6-yl)propanoate), [OH-].[Na+] (sodium hydroxide). The solvent is CO (methanol). Conditions: temperature 40 celsius, time 2 hour. Product: C1(=C(C=CC=C1)NC=1OC2=C(N1)C=CC(=C2)CCC(=O)O)C (3-(2-o-Tolylamino-benzoxazol-6-yl)propanoic acid). RXN SMILES: [C:1]1([CH3:24])[CH:6]=[CH:5][CH:4]=[CH:3][C:2]=1[NH:7][C:8]1[O:9][C:10]2[CH:16]=[C:15]([CH2:17][CH2:18][C:19]([O:21]CC)=[O:20])[CH:14]=[CH:13][C:11]=2[N:12]=1.[OH-].[Na+]>CO>[C:1]1([CH3:24])[CH:6]=[CH:5][CH:4]=[CH:3][C:2]=1[NH:7][C:8]1[O:9][C:10]2[CH:16]=[C:15]([CH2:17][CH2:18][C:19]([OH:21])=[O:20])[CH:14]=[CH:13][C:11]=2[N:12]=1 |f:1.2|. Reported procedure: A solution of ethyl 3-(2-o-tolylamino-benzoxazol-6-yl)propanoate (Reference Example 15) in methanol (50 ml) was treated with aqueous sodium hydroxide (5 ml, 1M). After stirring at 40° C. for 2 hours the mixture was evaporated to low volume and partitioned between ethyl acetate (50 ml) and water (50 ml). The aqueous phase was separated and acidified with aqueous hydrochloric acid (10 ml, 1M). The resulting precipitate was dried at 60° C. to give the title compound (1.1 g). Starting materials: C[Si](CCOCN(C1=CC(=NC=2N1N=CC2)C2CCC(CC2)=CC(=O)OCC)COCC[Si](C)(C)C)(C)C (ethyl 2-(4-(7-(bis((2-(trimethylsilyl)ethoxy)methyl)amino)pyrazolo[1,5-a]pyrimidin-5-yl)cyclohexylidene)acetate), [I-].C[S+](=O)(C)C (trimethylsulfoxonium iodide), CC(C)([O-])C.[K+] (potassium tert-butoxide), [NH4+].[Cl-] (NH4Cl). The solvent is CS(=O)C (DMSO), [Na+].[Cl-] (NaCl), CS(=O)C (DMSO). Conditions: time 3 hour. Product: C[Si](CCOCN(C1=CC(=NC=2N1N=CC2)C2CCC1(CC1C(=O)OCC)CC2)COCC[Si](C)(C)C)(C)C (Ethyl 6-(7-(bis((2-(trimethylsilyl)ethoxy)methyl)amino)pyrazolo[1,5-a]pyrimidin-5-yl)spiro[2.5]octane-1-carboxylate). Reaction SMILES: [I-].C[S+](C)(C)=O.[CH3:7]C(C)([O-])C.[K+].[CH3:13][Si:14]([CH3:50])([CH3:49])[CH2:15][CH2:16][O:17][CH2:18][N:19]([CH2:41][O:42][CH2:43][CH2:44][Si:45]([CH3:48])([CH3:47])[CH3:46])[C:20]1[N:25]2[N:26]=[CH:27][CH:28]=[C:24]2[N:23]=[C:22]([CH:29]2[CH2:34][CH2:33][C:32](=[CH:35][C:36]([O:38][CH2:39][CH3:40])=[O:37])[CH2:31][CH2:30]2)[CH:21]=1.[NH4+].[Cl-]>CS(C)=O.[Na+].[Cl-]>[CH3:46][Si:45]([CH3:48])([CH3:47])[CH2:44][CH2:43][O:42][CH2:41][N:19]([CH2:18][O:17][CH2:16][CH2:15][Si:14]([CH3:13])([CH3:49])[CH3:50])[C:20]1[N:25]2[N:26]=[CH:27][CH:28]=[C:24]2[N:23]=[C:22]([CH:29]2[CH2:34][CH2:33][C:32]3([CH:35]([C:36]([O:38][CH2:39][CH3:40])=[O:37])[CH2:7]3)[CH2:31][CH2:30]2)[CH:21]=1 |f:0.1,2.3,5.6,8.9|. Reported procedure: To 50 mL roundbottom flask containing trimethylsulfoxonium iodide (3.57 mmol, 785 mg) in DMSO (8 mL) was added potassium tert-butoxide (3.57 mmol, 401 mg). This suspension was allowed to stir at room temperature for 3 hours. After 3 hours, ethyl 2-(4-(7-(bis((2-(trimethylsilyl)ethoxy)methyl)amino)pyrazolo[1,5-a]pyrimidin-5-yl)cyclohexylidene)acetate (1.78 mmol, 1.00 g) was added in 2 mL DMSO. The resulting solution was stirred at room temperature for 18 hours. After 18 hours, the reaction was di... Reactants: C(C1=CC=CC=C1)N(C)CCOC1=C(C#N)C(=CC=C1)Cl (2-[2-(N-benzyl-N-methylamino)ethoxy]-6-chlorobenzonitrile), [H-].[Al+3].[Li+].[H-].[H-].[H-] (lithium aluminium hydride), solution. Solvent: C1CCOC1 (THF), C1CCOC1 (THF), C1CCOC1 (THF). Conditions: time 1 hour. Yields the product C(C1=CC=CC=C1)N(C)CCOC1=C(CN)C(=CC=C1)Cl (2-[2-(N-benzyl-N-methylamino)ethoxy]-6-chlorobenzylamine). As a reaction SMILES: [H-].[Al+3].[Li+].[H-].[H-].[H-].[CH2:7]([N:14]([CH2:16][CH2:17][O:18][C:19]1[CH:26]=[CH:25][CH:24]=[C:23]([Cl:27])[C:20]=1[C:21]#[N:22])[CH3:15])[C:8]1[CH:13]=[CH:12][CH:11]=[CH:10][CH:9]=1>C1COCC1>[CH2:7]([N:14]([CH2:16][CH2:17][O:18][C:19]1[CH:26]=[CH:25][CH:24]=[C:23]([Cl:27])[C:20]=1[CH2:21][NH2:22])[CH3:15])[C:8]1[CH:9]=[CH:10][CH:11]=[CH:12][CH:13]=1 |f:0.1.2.3.4.5|. Procedure: A solution of lithium aluminium hydride in THF (790 ml of a 1M solution) was stirred under nitrogen at ambient temperature and diluted with dry THF (1 l) and then a solution of 2-[2-(N-benzyl-N-methylamino)ethoxy]-6-chlorobenzonitrile (237 g) in dry THF (200 ml) was added over 30 minutes. When approximately three-quarters of the solution had been added an exotherm was observed and this was checked by cooling the reaction mixture in an ice/water bath. The mixture was stirred for 1 hour after the ...